From a dataset of the Open Reaction Database (ORD), a public repository of structured organic reaction records. describe an organic reaction: reactants, conditions, products, and yield Starting materials: CC(C)=O, CC(=O)O, Nc1ccccc1-c1[nH]ncc1[N+](=O)[O-]. Product: CC1(C)Nc2ccccc2-c2c([N+](=O)[O-])cnn21. RXN SMILES: [CH3:16][C:17]([CH3:18])=[O:19].[CH3:20][C:21](=[O:22])[OH:23].[NH2:1][c:2]1[c:3](-[c:8]2[c:9]([N+:13](=[O:14])[O-:15])[cH:10][n:11][nH:12]2)[cH:4][cH:5][cH:6][cH:7]1>>[NH:1]1[c:2]2[c:3]([cH:4][cH:5][cH:6][cH:7]2)-[c:8]2[c:9]([N+:13](=[O:14])[O-:15])[cH:10][n:11][n:12]2[C:17]1([CH3:16])[CH3:18]. Yields the product CCOC(=O)Nc1ccc2ncc3c(NC(=O)OCC)cc(-c4ccccc4)c(CCC(=O)O)c3c2c1. Starting materials: O=C(O)CCBr, CCOC(=O)Nc1ccc2ncc3c(NC(=O)OCC)cc(-c4ccccc4)cc3c2c1, O=[N+]([O-])c1ccccc1. RXN SMILES: [Br:33][CH2:34][CH2:35][C:36](=[O:37])[OH:38].[C:1](=[O:2])([O:3][CH2:4][CH3:5])[NH:6][c:7]1[cH:8][c:9]2[c:10]3[cH:11][c:12](-[c:27]4[cH:28][cH:29][cH:30][cH:31][cH:32]4)[cH:13][c:14]([NH:21][C:22](=[O:23])[O:24][CH2:25][CH3:26])[c:15]3[cH:16][n:17][c:18]2[cH:19][cH:20]1.[O-:39][N+:40]([c:41]1[cH:42][cH:43][cH:44][cH:45][cH:46]1)=[O:47]>>[C:1](=[O:2])([O:3][CH2:4][CH3:5])[NH:6][c:7]1[cH:8][c:9]2[c:10]3[c:11]([CH2:34][CH2:35][C:36](=[O:37])[OH:38])[c:12](-[c:27]4[cH:28][cH:29][cH:30][cH:31][cH:32]4)[cH:13][c:14]([NH:21][C:22](=[O:23])[O:24][CH2:25][CH3:26])[c:15]3[cH:16][n:17][c:18]2[cH:19][cH:20]1.